describe an organic reaction: reactants, conditions, products, and yield From a dataset of the Open Reaction Database (ORD), a public repository of structured organic reaction records. Reactants: COC(=O)c1cc(CCl)c(C)o1, CC#N, Nc1ccc(-c2ccc(OC(F)F)cc2)cc1. The product is COC(=O)c1cc(CNc2ccc(-c3ccc(OC(F)F)cc3)cc2)c(C)o1. Reaction SMILES: [CH3:1][O:2][C:3](=[O:4])[c:5]1[o:6][c:7]([CH3:12])[c:8]([CH2:10][Cl:11])[cH:9]1.[CH3:30][C:31]#[N:32].[F:13][CH:14]([O:15][c:16]1[cH:17][cH:18][c:19](-[c:22]2[cH:23][cH:24][c:25]([NH2:28])[cH:26][cH:27]2)[cH:20][cH:21]1)[F:29]>>[CH3:1][O:2][C:3](=[O:4])[c:5]1[o:6][c:7]([CH3:12])[c:8]([CH2:10][NH:28][c:25]2[cH:24][cH:23][c:22](-[c:19]3[cH:18][cH:17][c:16]([O:15][CH:14]([F:13])[F:29])[cH:21][cH:20]3)[cH:27][cH:26]2)[cH:9]1. Reactants: CCN=C=NCCCN(C)C, CC#N, Cl, O=C(O)c1ccc(F)c2ccccc12, NC(Cc1ccc(C(F)(F)F)cc1)C(O)c1cccc(F)c1, O, On1nnc2ccccc21. Product: O=C(NC(Cc1ccc(C(F)(F)F)cc1)C(O)c1cccc(F)c1)c1ccc(F)c2ccccc12. As a reaction SMILES: [CH2:38]([N:39]=[C:40]=[N:41][CH2:42][CH2:43][CH2:44][N:45]([CH3:46])[CH3:47])[CH3:48].[CH3:59][C:60]#[N:61].[ClH:37].[F:23][c:24]1[cH:25][cH:26][c:27]([C:34](=[O:35])[OH:36])[c:28]2[cH:29][cH:30][cH:31][cH:32][c:33]12.[NH2:1][CH:2]([CH:3]([OH:4])[c:5]1[cH:6][c:7]([F:11])[cH:8][cH:9][cH:10]1)[CH2:12][c:13]1[cH:14][cH:15][c:16]([C:19]([F:20])([F:21])[F:22])[cH:17][cH:18]1.[OH2:62].[OH:49][n:50]1[c:51]2[cH:52][cH:53][cH:54][cH:55][c:56]2[n:57][n:58]1>>[NH:1]([CH:2]([CH:3]([OH:4])[c:5]1[cH:6][c:7]([F:11])[cH:8][cH:9][cH:10]1)[CH2:12][c:13]1[cH:14][cH:15][c:16]([C:19]([F:20])([F:21])[F:22])[cH:17][cH:18]1)[C:34]([c:27]1[cH:26][cH:25][c:24]([F:23])[c:33]2[c:28]1[cH:29][cH:30][cH:31][cH:32]2)=[O:35]. Reactants: [Mg] (magnesium), [Ca] (calcium), C([O-])(O)=O (bicarbonate). Run in O (water). Product: C([O-])(O)=O.[Mg+2].C([O-])(O)=O (magnesium bicarbonate). RXN SMILES: [Mg:1].[Ca].[C:3](=[O:6])([OH:5])[O-:4]>O>[C:3](=[O:4])([OH:6])[O-:5].[Mg+2:1].[C:3](=[O:4])([OH:6])[O-:5] |f:4.5.6|. Procedure details: A method according to claim 2 wherein the chemical salt is a magnesium or calcium compound which reacts with bicarbonate ions to form a water-insoluble calcium or magnesium bicarbonate compound. Starting materials: CC(C)=CBr, COc1ccccc1C(=O)c1ncccc1C, [Cl-], [Mg], [NH4+], C1CCOC1. The product is COc1ccccc1C(O)(C=C(C)C)c1ncccc1C. As a reaction SMILES: [Br:1][CH:2]=[C:3]([CH3:4])[CH3:5].[CH3:7][c:8]1[c:9]([C:14](=[O:15])[c:16]2[c:17]([O:22][CH3:23])[cH:18][cH:19][cH:20][cH:21]2)[n:10][cH:11][cH:12][cH:13]1.[Cl-:24].[Mg:6].[NH4+:25].[O:26]1[CH2:27][CH2:28][CH2:29][CH2:30]1>>[CH:2](=[C:3]([CH3:4])[CH3:5])[C:14]([c:9]1[c:8]([CH3:7])[cH:13][cH:12][cH:11][n:10]1)([OH:15])[c:16]1[c:17]([O:22][CH3:23])[cH:18][cH:19][cH:20][cH:21]1. Starting materials: C[O-], CC(C)=O, CO, COC(=O)C(N)CO, Cl, [Na+], [Na+], [Na+], O=S(=O)([O-])[O-], O=[Pt]=O. Yields the product COC(=O)C(CO)NC(C)C. As a reaction SMILES: [CH3:17][O-:18].[CH3:20][C:21]([CH3:22])=[O:23].[CH3:24][OH:25].[CH3:2][O:3][C:4]([CH:5]([NH2:6])[CH2:7][OH:8])=[O:9].[ClH:1].[Na+:10].[Na+:11].[Na+:19].[O-:12][S:13](=[O:14])(=[O:15])[O-:16].[Pt:26](=[O:27])=[O:28]>>[CH3:2][O:3][C:4]([CH:5]([NH:6][CH:21]([CH3:20])[CH3:22])[CH2:7][OH:8])=[O:9]. The reactants are [BH4-].[Na+] (sodium borohydride), C(=O)C1=CN(C2=NC=CC=C12)C1(CCCC1)C#N (1-(3-Formyl-7-azaindol-1-yl)cyclopentanenitrile), O (water). Solvent: CO (methanol). Conditions: time 2 hour. The product is OCC1=CN(C2=NC=CC=C12)C1(CCCC1)C#N (1-(3-Hydroxymethyl-7-azaindol-1-yl)cyclopentanenitrile). As a reaction SMILES: [BH4-].[Na+].[CH:3]([C:5]1[C:13]2[C:8](=[N:9][CH:10]=[CH:11][CH:12]=2)[N:7]([C:14]2([C:19]#[N:20])[CH2:18][CH2:17][CH2:16][CH2:15]2)[CH:6]=1)=[O:4].O>CO>[OH:4][CH2:3][C:5]1[C:13]2[C:8](=[N:9][CH:10]=[CH:11][CH:12]=2)[N:7]([C:14]2([C:19]#[N:20])[CH2:18][CH2:17][CH2:16][CH2:15]2)[CH:6]=1 |f:0.1|. Reported procedure: 0.45 g of sodium borohydride is added in small portions at between 20° and 25° C. to a solution of 4.6 g of compound of stage 1 above in 80 ml of methanol. The mixture is stirred for 2 hours, 2 ml of water are then added, the resulting mixture is evaporated, the residue is taken up with dichloromethane, the dichloromethane solution is washed with water, dried over Na2SO4, filtered and evaporated and the residue is chromatographed on silica gel(eluant: ethyl acetate/hexane, 8:2). Starting materials: COC(=O)C=1N=C(C2=CC(=CC=C2C1O)OC1=CC=CC=C1)C#N (1-Cyano-4-hydroxy-7-phenoxy-isoquinoline-3-carboxylic acid methyl ester), Cl (hydrochloric acid), Cl.NCC(C(=O)O)(F)F (3-Amino-2,2-difluoro-propionic acid hydrochloride), C[O-].[Na+].CO (sodium methoxide methanol). The solvent is O (water). Run at temperature 130 celsius. Yields the product C(#N)C1=NC(=C(C2=CC=C(C=C12)OC1=CC=CC=C1)O)C(=O)NCC(C(=O)O)(F)F (3-[(1-Cyano-4-hydroxy-7-phenoxy-isoquinoline-3-carbonyl)-amino]-2,2-difluoro-propionic acid). Yield: 51.0%. Reaction SMILES: CO[C:3]([C:5]1[N:6]=[C:7]([C:23]#[N:24])[C:8]2[C:13]([C:14]=1[OH:15])=[CH:12][CH:11]=[C:10]([O:16][C:17]1[CH:22]=[CH:21][CH:20]=[CH:19][CH:18]=1)[CH:9]=2)=[O:4].Cl.[NH2:26][CH2:27][C:28]([F:33])([F:32])[C:29]([OH:31])=[O:30].C[O-].[Na+].CO.Cl>O>[C:23]([C:7]1[C:8]2[C:13](=[CH:12][CH:11]=[C:10]([O:16][C:17]3[CH:22]=[CH:21][CH:20]=[CH:19][CH:18]=3)[CH:9]=2)[C:14]([OH:15])=[C:5]([C:3]([NH:26][CH2:27][C:28]([F:33])([F:32])[C:29]([OH:31])=[O:30])=[O:4])[N:6]=1)#[N:24] |f:1.2,3.4.5|. Procedure details: 1-Cyano-4-hydroxy-7-phenoxy-isoquinoline-3-carboxylic acid methyl ester (75 mg, 0.234 mmol) and 3-Amino-2,2-difluoro-propionic acid hydrochloride (122 mg, 0.75 mmol) were placed in a CEM 10 mL Microwave vessel and sodium methoxide-methanol solution (0.5M; 3 mL, 1.5 mmol) was added via syringe. The vessel was sealed and heated to 130° C. in a CEM microwave apparatus for 150 minutes. The reaction mixture was diluted with water and treated with 1N hydrochloric acid and extracted three times with et... Reactants: CC(C)C[Al+]CC(C)C, COC(=O)CCc1cnoc1-c1cc(C)cs1, Cl, [H-], C1CCOC1. Yields the product Cc1csc(-c2oncc2CCCO)c1. Reaction SMILES: [CH2:19]([Al+:20][CH2:21][CH:22]([CH3:23])[CH3:24])[CH:25]([CH3:26])[CH3:27].[CH3:1][c:2]1[cH:3][c:4](-[c:7]2[c:8]([CH2:12][CH2:13][C:14](=[O:15])[O:16][CH3:17])[cH:9][n:10][o:11]2)[s:5][cH:6]1.[ClH:28].[H-:18].[O:29]1[CH2:30][CH2:31][CH2:32][CH2:33]1>>[CH3:1][c:2]1[cH:3][c:4](-[c:7]2[c:8]([CH2:12][CH2:13][CH2:14][OH:15])[cH:9][n:10][o:11]2)[s:5][cH:6]1. Reactants: C(C1=CC=CC=C1)N (benzylamine), [OH-].[Na+] (sodium hydroxide), C(C)(=O)Cl (acetyl chloride). Run in C(Cl)Cl (methylene chloride). Reaction conditions: time 30 minute. Yields the product C1(=CC=CC=C1)CNC(C)=O (N-Phenylmethylacetamide). As a reaction SMILES: [CH2:1]([NH2:8])[C:2]1[CH:7]=[CH:6][CH:5]=[CH:4][CH:3]=1.[OH-].[Na+].[C:11](Cl)(=[O:13])[CH3:12]>C(Cl)Cl>[C:2]1([CH2:1][NH:8][C:11](=[O:13])[CH3:12])[CH:7]=[CH:6][CH:5]=[CH:4][CH:3]=1 |f:1.2|. Reported procedure: To a solution of benzylamine (98.1 g) in methylene chloride (100 ml) was added an aqueous solution (200 ml) of sodium hydroxide (44 g). While further stirring the mixture, acetyl chloride (78 ml) was added at 15-20° C. over 1 hr. This reaction mixture was stirred at room temperature for 30 min and extracted with chloroform (100 ml×2). The chloroform layer was washed with water and dried over anhydrous magnesium sulfate. The solvent was evaporated to give a white solid (160 g). The obtained solid...